From a dataset of the Open Reaction Database (ORD), a public repository of structured organic reaction records. describe an organic reaction: reactants, conditions, products, and yield Reactants: O1[C@@H](CCC1)COC=1C=C2C=COC(C2=CC1)=O (6-[(S)-1-(Tetrahydro-furan-2-yl)methoxy]-isochromen-1-one), C(C)(C)(C)OC(=O)N1CCN(CCC1)C1=C(C=C(C=C1)N)OC (4-(4-Amino-2-methoxy-phenyl)-[1,4]diazepane-1-carboxylic acid tert-butyl ester). Product: C(C)(C)(C)OC(=O)N1CCN(CCC1)C1=C(C=C(C=C1)N1C(C2=CC=C(C=C2C=C1)OC[C@H]1OCCC1)=O)OC (4-(2-Methoxy-4-{1-oxo-6-[(S)-1-(tetrahydro-furan-2-yl)methoxy]-1H-isoquinolin-2-yl}-phenyl)-[1,4]diazepane-1-carboxylic acid tert-butyl ester). Reaction SMILES: [O:1]1[CH2:5][CH2:4][CH2:3][C@H:2]1[CH2:6][O:7][C:8]1[CH:9]=[C:10]2[C:15](=[CH:16][CH:17]=1)[C:14](=[O:18])O[CH:12]=[CH:11]2.[C:19]([O:23][C:24]([N:26]1[CH2:32][CH2:31][CH2:30][N:29]([C:33]2[CH:38]=[CH:37][C:36]([NH2:39])=[CH:35][C:34]=2[O:40][CH3:41])[CH2:28][CH2:27]1)=[O:25])([CH3:22])([CH3:21])[CH3:20]>>[C:19]([O:23][C:24]([N:26]1[CH2:32][CH2:31][CH2:30][N:29]([C:33]2[CH:38]=[CH:37][C:36]([N:39]3[CH:12]=[CH:11][C:10]4[C:15](=[CH:16][CH:17]=[C:8]([O:7][CH2:6][C@@H:2]5[CH2:3][CH2:4][CH2:5][O:1]5)[CH:9]=4)[C:14]3=[O:18])=[CH:35][C:34]=2[O:40][CH3:41])[CH2:28][CH2:27]1)=[O:25])([CH3:22])([CH3:21])[CH3:20]. Procedure details: Reaction of 6-[(S)-1-(Tetrahydro-furan-2-yl)methoxy]-isochromen-1-one with 4-(4-Amino-2-methoxy-phenyl)-[1,4]diazepane-1-carboxylic acid tert-butyl ester by method AJ resulted in the desired product with the molecular weight of 549.67 (C31H39N3O6); MS (ESI): 550 (M+H+). Reactants: CC(C)CC(O)C1CCN(Cc2ccccc2)C1=O, COCCO[AlH2-]OCCOC, Cc1ccccc1, N#N, [Na+]. Product: CC(C)CC(O)C1CCN(Cc2ccccc2)C1. Reaction SMILES: [CH2:3]([c:4]1[cH:5][cH:6][cH:7][cH:8][cH:9]1)[N:10]1[C:11](=[O:21])[CH:12]([CH:15]([CH2:16][CH:17]([CH3:18])[CH3:19])[OH:20])[CH2:13][CH2:14]1.[CH3:23][O:24][CH2:25][CH2:26][O:27][AlH2-:28][O:29][CH2:30][CH2:31][O:32][CH3:33].[CH3:34][c:35]1[cH:36][cH:37][cH:38][cH:39][cH:40]1.[N:1]#[N:2].[Na+:22]>>[CH2:3]([c:4]1[cH:5][cH:6][cH:7][cH:8][cH:9]1)[N:10]1[CH2:11][CH:12]([CH:15]([CH2:16][CH:17]([CH3:18])[CH3:19])[OH:20])[CH2:13][CH2:14]1. Starting materials: FC1=C(CC=2NC(C(=C(N2)SC)C#N)=O)C=CC=C1 (2-(2-fluorobenzyl)-4-(methylsulphanyl)-6-oxo-1,6-dihydro-5-pyrimidinecarbonitrile), N1CCC(CC1)CCO (2-(4-piperidinyl)ethan-1-ol). Solvent: C(C)#N (acetonitrile). Product: FC1=C(CC=2NC(C(=C(N2)N2CCC(CC2)CCO)C#N)=O)C=CC=C1 (2-(2-Fluorobenzyl)-4-[4-(2-hydroxyethyl)-1-piperidinyl]-6-oxo-1,6-dihydro-5-pyrimidinecarbonitrile). As a reaction SMILES: [F:1][C:2]1[CH:19]=[CH:18][CH:17]=[CH:16][C:3]=1[CH2:4][C:5]1[NH:6][C:7](=[O:15])[C:8]([C:13]#[N:14])=[C:9](SC)[N:10]=1.[NH:20]1[CH2:25][CH2:24][CH:23]([CH2:26][CH2:27][OH:28])[CH2:22][CH2:21]1>C(#N)C>[F:1][C:2]1[CH:19]=[CH:18][CH:17]=[CH:16][C:3]=1[CH2:4][C:5]1[NH:6][C:7](=[O:15])[C:8]([C:13]#[N:14])=[C:9]([N:20]2[CH2:25][CH2:24][CH:23]([CH2:26][CH2:27][OH:28])[CH2:22][CH2:21]2)[N:10]=1. Reported procedure: 0.1 g (0.37 mmol) of 2-(2-fluorobenzyl)-4-(methylsulphanyl)-6-oxo-1,6-dihydro-5-pyrimidinecarbonitrile is heated with 0.14 g (1.1 mmol) of 2-(4-piperidinyl)ethan-1-ol in 3 ml of acetonitrile at 90° C. under argon for six days. After cooling to room temperature, the crude product is purified by preparative HPLC. 31 mg (24% of theory) of the title compound are obtained as a colourless solid. The reactants are O=C(OC(C)(C)C)N(C(=O)OC(C)(C)C)C=1C=CC=C(Cl)C1. The reagents and catalysts are O1BOC(C)(C)C1(C)C, N=1C=CC(=CC1C=2N=CC=C(C2)C(C)(C)C)C(C)(C)C, O1B(OC(C)(C)C1(C)C)B2OC(C)(C)C(O2)(C)C, C[OH2+].C[OH2+].C1CC=CCCC=C1.C1CC=CCCC=C1.[Ir].[Ir]. The solvent is O(C)C(C)(C)C. Conditions: temperature 50 celsius, time 36 hour. The product is O=C(OC(C)(C)C)N(C(=O)OC(C)(C)C)C=1C=C(Cl)C=C(C1)B2OC(C)(C)C(O2)(C)C. Isolated yield 91.0%.